Dataset: the Open Reaction Database (ORD), a public repository of structured organic reaction records. Task: describe an organic reaction: reactants, conditions, products, and yield The reactants are CCOC(C)=O, COc1cc([N+](=O)[O-])ccc1C#N, Cl, O, c1ccncc1. Product: N#Cc1ccc([N+](=O)[O-])cc1O. Reaction SMILES: [CH3:22][CH2:23][O:24][C:25]([CH3:26])=[O:27].[CH3:8][O:9][c:10]1[c:11]([C:12]#[N:13])[cH:14][cH:15][c:16]([N+:18](=[O:19])[O-:20])[cH:17]1.[ClH:1].[OH2:21].[n:2]1[cH:3][cH:4][cH:5][cH:6][cH:7]1>>[OH:9][c:10]1[c:11]([C:12]#[N:13])[cH:14][cH:15][c:16]([N+:18](=[O:19])[O-:20])[cH:17]1. The reactants are O1CCOCC1 (dioxane), [OH-].[Li+] (lithium hydroxide), C1(CCCC1)C(=O)N1CC(CC(C1)C1=CC=C(C=C1)C(F)(F)F)C(=O)OCC (ethyl 1-(cyclopentylcarbonyl)-5-[4-(trifluoromethyl)phenyl]piperidine-3-carboxylate). Run in O (water). Run at time 8 hour. Yields the product C1(CCCC1)C(=O)N1CC(CC(C1)C1=CC=C(C=C1)C(F)(F)F)C(=O)O (1-(Cyclopentylcarbonyl)-5-[4-(trifluoromethyl)phenyl]piperidine-3-carboxylic acid). As a reaction SMILES: O1CCOCC1.[OH-].[Li+].[CH:9]1([C:14]([N:16]2[CH2:21][CH:20]([C:22]3[CH:27]=[CH:26][C:25]([C:28]([F:31])([F:30])[F:29])=[CH:24][CH:23]=3)[CH2:19][CH:18]([C:32]([O:34]CC)=[O:33])[CH2:17]2)=[O:15])[CH2:13][CH2:12][CH2:11][CH2:10]1>O>[CH:9]1([C:14]([N:16]2[CH2:21][CH:20]([C:22]3[CH:23]=[CH:24][C:25]([C:28]([F:30])([F:31])[F:29])=[CH:26][CH:27]=3)[CH2:19][CH:18]([C:32]([OH:34])=[O:33])[CH2:17]2)=[O:15])[CH2:13][CH2:12][CH2:11][CH2:10]1 |f:1.2|. Procedure details: 99 ml of dioxane, 50 ml of water and 1.37 g (57.0 mmol) of lithium hydroxide were added to 5.9 g (14.3 mmol) of ethyl 1-(cyclopentylcarbonyl)-5-[4-(trifluoromethyl)phenyl]piperidine-3-carboxylate. The mixture was stirred at RT overnight. For work-up, the dioxane was removed under reduced pressure, water was added to the reaction mixture and the mixture was acidified using aqueous 1 N hydrochloric acid solution. The mixture was extracted with dichloromethane. The organic phase was dried with sodi... Reactants: C1CCOC1, CCOC(=O)C(C)C(=O)OCC, FC(F)(F)c1cccc(CBr)c1, [H-], [Na+]. Product: CCOC(=O)C(C)(Cc1cccc(C(F)(F)F)c1)C(=O)OCC. RXN SMILES: [CH2:27]1[O:28][CH2:29][CH2:30][CH2:31]1.[CH3:1][CH:2]([C:3](=[O:4])[O:5][CH2:6][CH3:7])[C:8](=[O:9])[O:10][CH2:11][CH3:12].[F:15][C:16]([c:17]1[cH:18][c:19]([CH2:20][Br:21])[cH:22][cH:23][cH:24]1)([F:25])[F:26].[H-:13].[Na+:14]>>[CH3:1][C:2]([C:3](=[O:4])[O:5][CH2:6][CH3:7])([C:8](=[O:9])[O:10][CH2:11][CH3:12])[CH2:20][c:19]1[cH:18][c:17]([C:16]([F:15])([F:25])[F:26])[cH:24][cH:23][cH:22]1. The reactants are CN(Cc1ccc(C(F)(F)F)c(F)c1)C1CN(C(=O)OCCCCl)CC1c1ccc(Cl)c(Cl)c1, N#C[K], CN(C)C=O. Yields the product CN(Cc1ccc(C(F)(F)F)c(F)c1)C1CN(C(=O)OCCCC#N)CC1c1ccc(Cl)c(Cl)c1. As a reaction SMILES: [Cl:1][CH2:2][CH2:3][CH2:4][O:5][C:6](=[O:7])[N:8]1[CH2:9][CH:10]([c:27]2[cH:28][c:29]([Cl:34])[c:30]([Cl:33])[cH:31][cH:32]2)[CH:11]([N:13]([CH3:14])[CH2:15][c:16]2[cH:17][c:18]([F:26])[c:19]([C:22]([F:23])([F:24])[F:25])[cH:20][cH:21]2)[CH2:12]1.[K:35][C:36]#[N:37].[O:38]=[CH:39][N:40]([CH3:41])[CH3:42]>>[CH2:2]([CH2:3][CH2:4][O:5][C:6](=[O:7])[N:8]1[CH2:9][CH:10]([c:27]2[cH:28][c:29]([Cl:34])[c:30]([Cl:33])[cH:31][cH:32]2)[CH:11]([N:13]([CH3:14])[CH2:15][c:16]2[cH:17][c:18]([F:26])[c:19]([C:22]([F:23])([F:24])[F:25])[cH:20][cH:21]2)[CH2:12]1)[C:36]#[N:37]. The reactants are C(C)(=O)O[BH-](OC(C)=O)OC(C)=O.[Na+] (sodium triacetoxyborohydride), CNCC (methylethylamine), C(C)(=O)O (acetic acid), NC1=NC2=CC=C(C=C2C(=N1)C(=O)N1CC2=CC=CC=C2C1)C1=C(C=O)C=CC=C1 (2-[2-amino-4-(1,3-dihydroisoindole-2-carbonyl)quinazolin-6-yl]benzaldehyde). Solvent: ClCCCl (1,2-dichloroethane), O (water), O1CCCC1 (tetrahydrofuran). Reaction conditions: temperature 60 celsius, time 6 hour. Yields the product NC1=NC2=CC=C(C=C2C(=N1)C(=O)N1CC2=CC=CC=C2C1)C1=C(C=CC=C1)CN(C)CC ((2-Amino-6-{2-[(ethylmethylamino)methyl]phenyl}quinazolin-4-yl)-(1,3-dihydroisoindol-2-yl)methanone). As a reaction SMILES: [NH2:1][C:2]1[N:11]=[C:10]([C:12]([N:14]2[CH2:22][C:21]3[C:16](=[CH:17][CH:18]=[CH:19][CH:20]=3)[CH2:15]2)=[O:13])[C:9]2[C:4](=[CH:5][CH:6]=[C:7]([C:23]3[CH:30]=[CH:29][CH:28]=[CH:27][C:24]=3[CH:25]=O)[CH:8]=2)[N:3]=1.[CH3:31][NH:32][CH2:33][CH3:34].C(O)(=O)C.C(O[BH-](OC(=O)C)OC(=O)C)(=O)C.[Na+]>ClCCCl.O1CCCC1.O>[NH2:1][C:2]1[N:11]=[C:10]([C:12]([N:14]2[CH2:22][C:21]3[C:16](=[CH:17][CH:18]=[CH:19][CH:20]=3)[CH2:15]2)=[O:13])[C:9]2[C:4](=[CH:5][CH:6]=[C:7]([C:23]3[CH:30]=[CH:29][CH:28]=[CH:27][C:24]=3[CH2:25][N:32]([CH2:33][CH3:34])[CH3:31])[CH:8]=2)[N:3]=1 |f:3.4|. Procedure details: 100 mg of 2-[2-amino-4-(1,3-dihydroisoindole-2-carbonyl)quinazolin-6-yl]benzaldehyde are dissolved in 2 ml of 1,2-dichloroethane and 2 ml of tetrahydrofuran. 44 μl of methylethylamine and 15 μl of glacial acetic acid are added, and the mixture is stirred at 60° C. for 6 h. After cooling to 25° C., 170 mg of sodium triacetoxyborohydride are added and stirred at 25° C. for a further 12 h. The mixture is poured into water, extracted three times with dichloromethane, and the combined organic phases ... Starting materials: C(C)(C)(C)OC(CC(P(=O)(OC)OC)P(=O)(OC)OC)=O (3,3-bis(dimethoxyphosphoryl)propanoic acid t-butyl ester), FC(C(=O)O)(F)F (trifluoroacetic acid). Run in ClCCl (dichloromethane). Product: COP(=O)(OC)C(CC(=O)O)P(=O)(OC)OC (3,3-Bis(dimethoxyphosphoryl)propanoic acid). Yield: 105.0%. As a reaction SMILES: C([O:5][C:6](=[O:21])[CH2:7][CH:8]([P:15]([O:19][CH3:20])([O:17][CH3:18])=[O:16])[P:9]([O:13][CH3:14])([O:11][CH3:12])=[O:10])(C)(C)C.FC(F)(F)C(O)=O>ClCCl>[CH3:18][O:17][P:15]([CH:8]([P:9]([O:11][CH3:12])([O:13][CH3:14])=[O:10])[CH2:7][C:6]([OH:21])=[O:5])([O:19][CH3:20])=[O:16]. Procedure: To a solution of 3,3-bis(dimethoxyphosphoryl)propanoic acid t-butyl ester (2.5 g) in dichloromethane (10 ml) was added trifluoroacetic acid. Stirring at room temperature was followed by evaporation of the volatiles in vacuo. Three cycles of vacuum evaporation of 5 ml portions of toluene gave 2.2 g product. The reactants are COC(=O)C1=C(NC=2N(C1C=1SC=CC1)N=CN2)C (6-methoxycarbonyl-5-methyl-7-(2-thienyl)-4,7-dihydro-1,2,4-triazolo[1,5-a]pyrimidine), BrBr (bromine), O (water). Solvent: C(C)(=O)O (acetic acid), C(C)(=O)O (acetic acid). Yields the product BrCC=1NC=2N(C(C1C(=O)OC)C=1SC=CC1)N=CN2 (5-bromomethyl-6-methoxycarbonyl-7-(2-thienyl)-4,7-dihydro-1,2,4-triazolo[1,5-a]pyrimidine). The yield is 50.6%. Reaction SMILES: [CH3:1][O:2][C:3]([C:5]1[CH:10]([C:11]2[S:12][CH:13]=[CH:14][CH:15]=2)[N:9]2[N:16]=[CH:17][N:18]=[C:8]2[NH:7][C:6]=1[CH3:19])=[O:4].[Br:20]Br.O>C(O)(=O)C>[Br:20][CH2:19][C:6]1[NH:7][C:8]2[N:9]([N:16]=[CH:17][N:18]=2)[CH:10]([C:11]2[S:12][CH:13]=[CH:14][CH:15]=2)[C:5]=1[C:3]([O:2][CH3:1])=[O:4]. Reported procedure: In 300 ml of acetic acid is dissolved 29.5 g of 6-methoxycarbonyl-5-methyl-7-(2-thienyl)-4,7-dihydro-1,2,4-triazolo[1,5-a]pyrimidine at 60° C. To the solution is added dropwise a solution of 16 g of bromine in 50 ml of acetic acid for 20 minutes with stirring. After stirring at room temperature for an hour, the reaction mixture is poured into water, extracted with chloroform, washed with water and potassium carbonate solution, dried and the solvent is evaporated under reduced pressure. The obtai...